This data is from the Open Reaction Database (ORD), a public repository of structured organic reaction records. The task is: describe an organic reaction: reactants, conditions, products, and yield The reactants are C1(=CC=CC=C1)P(OC)C1=CC=CC=C1 (methyl diphenylphosphinite), ClC1=NC(=NC(=C1)Cl)SC (4,6-dichloro-2-methylthiopyrimidine), CCCCCC (n-hexane). The solvent is ClC1=C(C=CC=C1)Cl (o-dichlorobenzene). Yields the product C1(=CC=CC=C1)P(=O)(C1=NC(=NC(=C1)P(=O)(C1=CC=CC=C1)C1=CC=CC=C1)SC)C1=CC=CC=C1 (4,6-bis(diphenylphosphinyl)-2-methylthiopyrimidine). Reaction SMILES: Cl[C:2]1[CH:7]=[C:6](Cl)[N:5]=[C:4]([S:9][CH3:10])[N:3]=1.[C:11]1([P:17]([C:20]2[CH:25]=[CH:24][CH:23]=[CH:22][CH:21]=2)[O:18]C)[CH:16]=[CH:15][CH:14]=[CH:13][CH:12]=1.[CH3:26][CH2:27][CH2:28][CH2:29][CH2:30][CH3:31]>ClC1C=CC=CC=1Cl>[C:11]1([P:17]([C:20]2[CH:25]=[CH:24][CH:23]=[CH:22][CH:21]=2)([C:2]2[CH:7]=[C:6]([P:17]([C:11]3[CH:16]=[CH:15][CH:14]=[CH:13][CH:12]=3)([C:28]3[CH:27]=[CH:26][CH:31]=[CH:30][CH:29]=3)=[O:18])[N:5]=[C:4]([S:9][CH3:10])[N:3]=2)=[O:18])[CH:16]=[CH:15][CH:14]=[CH:13][CH:12]=1. Procedure details: To a stirred refluxing solution of 5.00 g of 4,6-dichloro-2-methylthiopyrimidine in 150 ml of o-dichlorobenzene under nitrogen was added dropwise 15.00 g of methyl diphenylphosphinite over 35 minutes. The mixture was refluxed for 5.5 hours after the addition was completed and then allowed to cool, at which time it was added to 850 ml of n-hexane. The resulting solid was separated by filtration, washed with n-hexane, and recrystallized from 100 ml of ethanol to give 11.00 g of 4,6-bis(diphenylpho...